The task is: describe an organic reaction: reactants, conditions, products, and yield. This data is from the Open Reaction Database (ORD), a public repository of structured organic reaction records. Starting materials: CO, COC(=O)CCCCC(=O)Nc1c(C(=O)Nc2ccc(Cl)cn2)oc2ccccc12, Cl, [Na+], [OH-], O. Product: O=C(O)CCCCC(=O)Nc1c(C(=O)Nc2ccc(Cl)cn2)oc2ccccc12. Reaction SMILES: [CH3:34][OH:35].[Cl:1][c:2]1[cH:3][cH:4][c:5]([NH:8][C:9](=[O:10])[c:11]2[o:12][c:13]3[c:14]([c:15]2[NH:16][C:17]([CH2:18][CH2:19][CH2:20][CH2:21][C:22](=[O:23])[O:24][CH3:25])=[O:26])[cH:27][cH:28][cH:29][cH:30]3)[n:6][cH:7]1.[ClH:33].[Na+:32].[OH-:31].[OH2:36]>>[Cl:1][c:2]1[cH:3][cH:4][c:5]([NH:8][C:9](=[O:10])[c:11]2[o:12][c:13]3[c:14]([c:15]2[NH:16][C:17]([CH2:18][CH2:19][CH2:20][CH2:21][C:22](=[O:23])[OH:24])=[O:26])[cH:27][cH:28][cH:29][cH:30]3)[n:6][cH:7]1. Reactants: solution, COC1=C(C=C(C=C1)OC)/C=C/NC=O ((E)-N-[2-(2,5-dimethoxyphenyl) ethenyl] formamide), B(Br)(Br)Br (boron tribromide). The solvent is ClCCl (dichloromethane), ClCCl (dichloromethane). Conditions: time 1 hour. The product is C1=CC(=C(C=C1O)/C=C/NC=O)O (Erbstatin). The yield is 800.3%. Reaction SMILES: C[O:2][C:3]1[CH:8]=[CH:7][C:6]([O:9]C)=[CH:5][C:4]=1/[CH:11]=[CH:12]/[NH:13][CH:14]=[O:15].B(Br)(Br)Br>ClCCl>[CH:7]1[C:6]([OH:9])=[CH:5][C:4](/[CH:11]=[CH:12]/[NH:13][CH:14]=[O:15])=[C:3]([OH:2])[CH:8]=1. Procedure: To a stirred solution of (E)-N-[2-(2,5-dimethoxyphenyl) ethenyl] formamide (2.071 g, 10 mmol) in anhydrous dichloromethane (100 ml) is added, at -78° C. under nitrogen over a period of 10 min, a 1.0M solution of boron tribromide in dichloromethane (30 ml, 30 mmol). The resulting mixture is stirred for another 1 h at -78° and then allowed to warm to room temperature. After stirring for 1.5 h at 20°-25° C. the mixture is cooled to -10° C. and then quenched by the dropwise addition of water (100 ml...